The task is: describe an organic reaction: reactants, conditions, products, and yield. This data is from the Open Reaction Database (ORD), a public repository of structured organic reaction records. Starting materials: B(Cl)(Cl)Cl (boron trichloride), ClCC1=CC=C(N)C=C1 (p-chloromethylaniline), ClC1=C(C=O)C=CC=C1 (o-chlorobenzaldehyde), C(CCC)N(CCCC)CCCC (tri-n-butylamine), resultant mixture. The solvent is C1=CC=CC=C1 (benzene), C1=CC=CC=C1 (benzene), O (water), O (water), C1=CC=CC=C1 (benzene), CCOCC (ether). Product: CNC1=C(C(C2=C(C=CC=C2)Cl)O)C=C(C=C1)Cl (2-methylamino-5,2'-dichlorobenzhydrol). The yield is 87.6%. RXN SMILES: B(Cl)(Cl)[Cl:2].Cl[CH2:6][C:7]1C=CC(N)=CC=1.[Cl:14][C:15]1[CH:22]=[CH:21][CH:20]=[CH:19][C:16]=1[CH:17]=[O:18].C([N:27]([CH2:32]CCC)[CH2:28][CH2:29][CH2:30][CH3:31])CCC>C1C=CC=CC=1.CCOCC.O>[CH3:32][NH:27][C:28]1[CH:29]=[CH:30][C:31]([Cl:2])=[CH:7][C:6]=1[CH:17]([OH:18])[C:16]1[CH:19]=[CH:20][CH:21]=[CH:22][C:15]=1[Cl:14]. Reported procedure: To a solution of boron trichloride (100 mg) in dry benzene (5 ml), a solution of p-chloromethylaniline (100 mg) in dry benzene (2 ml) is added with cold water cooling (7°-10° C.), and the resultant mixture is refluxed for 2 hours. Then, a solution of o-chlorobenzaldehyde (99 mg) and tri-n-butylamine (131 mg) in dry benzene (2 ml) is added thereto with cold water cooling, and the mixture is stirred at room temperature for 1 hour. The reaction mixture is mixed with ice pieces and shaken with ether... Reactants: COc1ccccc1OCCn1cccc1C=O, CC(N)Cn1c(=S)[nH]c(=O)c2[nH]cnc21. The product is COc1ccccc1OCCn1cccc1CNC(C)Cn1c(=S)[nH]c(=O)c2[nH]cnc21. As a reaction SMILES: [CH3:16][O:17][c:18]1[c:19]([O:20][CH2:21][CH2:22][n:23]2[c:24]([CH:28]=[O:29])[cH:25][cH:26][cH:27]2)[cH:30][cH:31][cH:32][cH:33]1.[NH2:1][CH:2]([CH2:3][n:4]1[c:5](=[S:14])[nH:6][c:7](=[O:13])[c:8]2[nH:9][cH:10][n:11][c:12]12)[CH3:15]>>[NH:1]([CH:2]([CH2:3][n:4]1[c:5](=[S:14])[nH:6][c:7](=[O:13])[c:8]2[nH:9][cH:10][n:11][c:12]12)[CH3:15])[CH2:28][c:24]1[n:23]([CH2:22][CH2:21][O:20][c:19]2[c:18]([O:17][CH3:16])[cH:33][cH:32][cH:31][cH:30]2)[cH:27][cH:26][cH:25]1. The reactants are OC1=CC=C2C(C(=C(OC2=C1C)[C@@H]1N(CCC1)CCOC1OCCCC1)C)=O (7-Hydroxy-3,8-dimethyl-2-{(2R)-1-[2-(tetrahydro-2H-pyran-2-yloxy)ethyl]pyrrolidin-2-yl}-4H-chromen-4-one), CO (methanol), Cl (hydrochloric acid). Run in O (water). Reaction conditions: temperature 55 celsius, time 20 hour. Yields the product Cl.OC1=CC=C2C(C(=C(OC2=C1C)[C@@H]1N(CCC1)CCO)C)=O (7-Hydroxy-2-[(2R)-1-(2-hydroxyethyl)pyrrolidin-2-yl]-3,8-dimethyl-4H-chromen-4-one hydrochloride). Isolated yield 53.0%. RXN SMILES: [OH:1][C:2]1[C:11]([CH3:12])=[C:10]2[C:5]([C:6](=[O:28])[C:7]([CH3:27])=[C:8]([C@H:13]3[CH2:17][CH2:16][CH2:15][N:14]3[CH2:18][CH2:19][O:20]C3CCCCO3)[O:9]2)=[CH:4][CH:3]=1.CO.[ClH:31]>O>[ClH:31].[OH:1][C:2]1[C:11]([CH3:12])=[C:10]2[C:5]([C:6](=[O:28])[C:7]([CH3:27])=[C:8]([C@H:13]3[CH2:17][CH2:16][CH2:15][N:14]3[CH2:18][CH2:19][OH:20])[O:9]2)=[CH:4][CH:3]=1 |f:4.5|. Procedure details: A mixture composed of 7-hydroxy-3,8-dimethyl-2-{(2R)-1-[2-(tetrahydro-2H-pyran-2-yloxy)ethyl]pyrrolidin-2-yl}-4H-chromen-4-one (77 mg, 0.20 mmol) obtained in Example 4-1, methanol (6 mL), concentrated hydrochloric acid (0.5 mL), and water (1 mL) was heated with stirring at a bath temperature of 55° C. for 20 hours. The reaction solution was concentrated under reduced pressure, and the obtained residue was purified by reverse-phase HPLC. A 1 N aqueous hydrochloric acid solution (4 mL) was added t... RXN SMILES: Br[C:2]1[N:3]=[C:4]([CH:26]([C:40]2[CH:45]=[C:44]([O:46][CH2:47][CH3:48])[CH:43]=[C:42]([O:49][CH:50]([CH3:52])[CH3:51])[C:41]=2[F:53])[NH:27][C:28]2[CH:33]=[CH:32][C:31]([C:34]3[N:38]=[C:37]([CH3:39])[O:36][N:35]=3)=[CH:30][CH:29]=2)[N:5]([C:7]([C:20]2[CH:25]=[CH:24][CH:23]=[CH:22][CH:21]=2)([C:14]2[CH:19]=[CH:18][CH:17]=[CH:16][CH:15]=2)[C:8]2[CH:13]=[CH:12][CH:11]=[CH:10][CH:9]=2)[CH:6]=1.[C:54]([C:57]1[CH:62]=[CH:61][CH:60]=[CH:59][C:58]=1B(O)O)(=[O:56])[CH3:55]>>[CH2:47]([O:46][C:44]1[CH:43]=[C:42]([O:49][CH:50]([CH3:52])[CH3:51])[C:41]([F:53])=[C:40]([CH:26]([NH:27][C:28]2[CH:29]=[CH:30][C:31]([C:34]3[N:38]=[C:37]([CH3:39])[O:36][N:35]=3)=[CH:32][CH:33]=2)[C:4]2[N:5]([C:7]([C:8]3[CH:9]=[CH:10][CH:11]=[CH:12][CH:13]=3)([C:14]3[CH:15]=[CH:16][CH:17]=[CH:18][CH:19]=3)[C:20]3[CH:21]=[CH:22][CH:23]=[CH:24][CH:25]=3)[CH:6]=[C:2]([C:58]3[CH:59]=[CH:60][CH:61]=[CH:62][C:57]=3[C:54](=[O:56])[CH3:55])[N:3]=2)[CH:45]=1)[CH3:48]. Reactants: Intermediate 93.4, BrC=1N=C(N(C1)C(C1=CC=CC=C1)(C1=CC=CC=C1)C1=CC=CC=C1)C(NC1=CC=C(C=C1)C1=NOC(=N1)C)C1=C(C(=CC(=C1)OCC)OC(C)C)F (N-((4-bromo-1-trityl-1H-imidazol-2-yl)(5-ethoxy-2-fluoro-3-isopropoxyphenyl)methyl)-4-(5-methyl-1,2,4-oxadiazol-3-yl)benzenamine), C(C)(=O)C1=C(C=CC=C1)B(O)O (2-acetylphenylboronic acid). The product is C(C)OC=1C=C(C(=C(C1)C(C=1N(C=C(N1)C1=C(C=CC=C1)C(C)=O)C(C1=CC=CC=C1)(C1=CC=CC=C1)C1=CC=CC=C1)NC1=CC=C(C=C1)C1=NOC(=N1)C)F)OC(C)C (1-(2-(2-((5-ethoxy-2-fluoro-3-isopropoxyphenyl)(4-(5-methyl-1,2,4-oxadiazol-3-yl)phenylamino)methyl)-1-trityl-1H-imidazol-4-yl)phenyl)ethanone). Reported procedure: According to the procedure for Intermediate 93.4, Intermediate 66.3 was coupled with 2-acetylphenylboronic acid to afford Intermediate 111.1. Reactants: CC(C)CC(CN1CCCC1C(=O)O)NC(=O)C(CC1CCCCC1)NC(=O)OC(C)(C)C, ClCCl, O=C(O)C(F)(F)F, [NH-]CCCCc1ccccc1. Product: CC(C)CC(CN1CCCC1C(=O)O)NC(=O)C(N)CC1CCCCC1, [NH-]CCCCc1ccccc1. As a reaction SMILES: [CH3:1][C:2]([CH3:3])([O:4][C:5](=[O:6])[NH:7][CH:8]([C:9](=[O:10])[NH:11][CH:12]([CH2:13][N:14]1[CH:15]([C:16](=[O:17])[OH:18])[CH2:19][CH2:20][CH2:21]1)[CH2:22][CH:23]([CH3:24])[CH3:25])[CH2:26][CH:27]1[CH2:28][CH2:29][CH2:30][CH2:31][CH2:32]1)[CH3:33].[Cl:52][CH2:53][Cl:54].[OH:45][C:46]([C:47]([F:48])([F:49])[F:50])=[O:51].[c:34]1([CH2:40][CH2:41][CH2:42][CH2:43][NH-:44])[cH:35][cH:36][cH:37][cH:38][cH:39]1>>[NH2:7][CH:8]([C:9](=[O:10])[NH:11][CH:12]([CH2:13][N:14]1[CH:15]([C:16](=[O:17])[OH:18])[CH2:19][CH2:20][CH2:21]1)[CH2:22][CH:23]([CH3:24])[CH3:25])[CH2:26][CH:27]1[CH2:28][CH2:29][CH2:30][CH2:31][CH2:32]1.[c:34]1([CH2:40][CH2:41][CH2:42][CH2:43][NH-:44])[cH:35][cH:36][cH:37][cH:38][cH:39]1. The reactants are [N+](=O)([O-])C=1C=C(C=CC1)O (m-nitrophenol), BrCCCN1C(C=2C(C1=O)=CC=CC2)=O (N-(3-bromopropyl)phthalimide), C([O-])([O-])=O.[K+].[K+] (potassium carbonate). Run in CN(C)C=O (DMF), O (water). Reaction conditions: time 70 hour. Product: [N+](=O)([O-])C=1C=C(OCCCN2C(C=3C(C2=O)=CC=CC3)=O)C=CC1 (N-[3-(3-Nitrophenoxy)propyl]phthalimide). Yield: 75.8%. As a reaction SMILES: [N+:1]([C:4]1[CH:5]=[C:6]([OH:10])[CH:7]=[CH:8][CH:9]=1)([O-:3])=[O:2].Br[CH2:12][CH2:13][CH2:14][N:15]1[C:19](=[O:20])[C:18]2=[CH:21][CH:22]=[CH:23][CH:24]=[C:17]2[C:16]1=[O:25].C(=O)([O-])[O-].[K+].[K+]>CN(C=O)C.O>[N+:1]([C:4]1[CH:5]=[C:6]([CH:7]=[CH:8][CH:9]=1)[O:10][CH2:12][CH2:13][CH2:14][N:15]1[C:19](=[O:20])[C:18]2=[CH:21][CH:22]=[CH:23][CH:24]=[C:17]2[C:16]1=[O:25])([O-:3])=[O:2] |f:2.3.4|. Reported procedure: A partial suspension of m-nitrophenol (6.0 g; 43.0 mmoles), N-(3-bromopropyl)phthalimide (10.0 g; 37.0 mmoles) and potassium carbonate (8.0 g; 58.0 mmoles) in 50 ml of DMF was stirred at ambient temperature for 70 hours. The reaction mixture was diluted with 80 ml of water and filtered to give product. Recrystallization from 2-methoxyethanol yielded 9.15 g of the title compound, mp 149°-152°.